From a dataset of the Open Reaction Database (ORD), a public repository of structured organic reaction records. describe an organic reaction: reactants, conditions, products, and yield The reactants are ClCN1C(CCC(C1)(C1=CC=CC=C1)C1=CC=CC=C1)=O (1-(Chloromethyl)-5,5-diphenyl-2-piperidinone), CN (methylamine). Run in C1(=CC=CC=C1)C (toluene), C1CCOC1 (THF). Yields the product Cl.CNCN1C(CCC(C1)(C1=CC=CC=C1)C1=CC=CC=C1)=O (1-[(Methylamino)methyl]-5,5-diphenyl-2-piperidinone hydrochloride). RXN SMILES: [Cl:1][CH2:2][N:3]1[CH2:8][C:7]([C:15]2[CH:20]=[CH:19][CH:18]=[CH:17][CH:16]=2)([C:9]2[CH:14]=[CH:13][CH:12]=[CH:11][CH:10]=2)[CH2:6][CH2:5][C:4]1=[O:21].[CH3:22][NH2:23]>C1(C)C=CC=CC=1.C1COCC1>[ClH:1].[CH3:22][NH:23][CH2:2][N:3]1[CH2:8][C:7]([C:15]2[CH:20]=[CH:19][CH:18]=[CH:17][CH:16]=2)([C:9]2[CH:14]=[CH:13][CH:12]=[CH:11][CH:10]=2)[CH2:6][CH2:5][C:4]1=[O:21] |f:4.5|. Procedure details: 1-(Chloromethyl)-5,5-diphenyl-2-piperidinone (27 g) was added portionwise during 20 min. to a solution of methylamine (120ml) in a mixture of toluene (100 ml) and THF (100 ml) at -30° C. with stirring and the mixture was allowed to warm to room temperature overnight. The reaction mixture was partitioned between ethyl acetate and water and the organic solvent layer was washed with water and brine. The aqueous layers were re-extracted with ethyl acetate and then chloroform. All the organic extract...